This data is from the Open Reaction Database (ORD), a public repository of structured organic reaction records. The task is: describe an organic reaction: reactants, conditions, products, and yield The reactants are C(C1=CC=CC=C1)OC=1C(NC=CC1)=O (3-benzyloxypyridine-2-one), CS(=O)(=O)OCC(CC)N=[N+]=[N-] (2-Azidobutyl methanesulfonate), N(=[N+]=[N-])CCN1C(C(=CC=C1)OC)=O (1-(2-Azidoethyl)-3-methoxypyridine-2-one). Product: N(=[N+]=[N-])CCCCN1C(C(=CC=C1)OCC1=CC=CC=C1)=O (1-(4-Azidobutyl)-3-benzyloxypyridine-2-one). The yield is 62.0%. RXN SMILES: [CH2:1]([O:8][C:9]1[C:10](=[O:15])[NH:11][CH:12]=[CH:13][CH:14]=1)[C:2]1[CH:7]=[CH:6][CH:5]=[CH:4][CH:3]=1.CS(OC[CH:22]([N:25]=[N+:26]=[N-:27])[CH2:23][CH3:24])(=O)=O.N([CH2:31]CN1C=CC=C(OC)C1=O)=[N+]=[N-]>>[N:25]([CH2:22][CH2:23][CH2:24][CH2:31][N:11]1[CH:12]=[CH:13][CH:14]=[C:9]([O:8][CH2:1][C:2]2[CH:3]=[CH:4][CH:5]=[CH:6][CH:7]=2)[C:10]1=[O:15])=[N+:26]=[N-:27]. Procedure: Reaction of 3-benzyloxypyridine-2-one (0.40 g, 1.99 mmol) and 156c (0.58 g, 2.98 mmol) within 16 h as described for synthesis of 157a gave compound 157c (0.36 g, 62%) as a colorless oil. 1H NMR (400 MHz, CDCl3) δ 7.22 (m, 5H), 6.78 (dd, J=6.9, 1.7 Hz, 1H), 6.54 (dd, J=7.4, 1.7 Hz, 1H), 5.91 (m, 1H), 4.96 (s, 2H), 3.85 (t, J=7.2 Hz, 2H), 3.17 (t, J=6.8 Hz, 2H), 1.71 (m, 2H), 1.48 (m, 2H). 13C NMR (100 MHz, CDCl3) δ 157.52, 148.27, 135.78, 128.37, 127.98, 127.42, 126.82, 114.92, 104.32, 70.09, 50.... Reactants: C(C)OC(C(CC)(CC)NC(=O)C1=NC(=C(C=C1)Br)OCC1CC1)=O (2-[(5-Bromo-6-cyclopropylmethoxy-pyridine-2-carbonyl)-amino]-2-ethyl-butyric acid ethyl ester), N1CCCC1 (pyrrolidine). The product is C(C)OC(C(CC)(CC)NC(=O)C1=NC(=C(C=C1)N1CCCC1)OCC1CC1)=O (2-[(6-Cyclopropylmethoxy-5-pyrrolidin-1-yl-pyridine-2-carbonyl)-amino]-2-ethyl-butyric acid ethyl ester). Reaction SMILES: [CH2:1]([O:3][C:4](=[O:25])[C:5]([NH:10][C:11]([C:13]1[CH:18]=[CH:17][C:16](Br)=[C:15]([O:20][CH2:21][CH:22]2[CH2:24][CH2:23]2)[N:14]=1)=[O:12])([CH2:8][CH3:9])[CH2:6][CH3:7])[CH3:2].[NH:26]1[CH2:30][CH2:29][CH2:28][CH2:27]1>>[CH2:1]([O:3][C:4](=[O:25])[C:5]([NH:10][C:11]([C:13]1[CH:18]=[CH:17][C:16]([N:26]2[CH2:30][CH2:29][CH2:28][CH2:27]2)=[C:15]([O:20][CH2:21][CH:22]2[CH2:24][CH2:23]2)[N:14]=1)=[O:12])([CH2:8][CH3:9])[CH2:6][CH3:7])[CH3:2]. Procedure: The title compound was synthesized in analogy to the procedure described in Example 32 a, using 2-[(5-bromo-6-cyclopropylmethoxy-pyridine-2-carbonyl)-amino]-2-ethyl-butyric acid ethyl ester (Example 265) and pyrrolidine (CAN 123-75-1) as starting materials. MS (EI): m/e=404.4 [M+H]+. The reactants are C(C)(C)(C)OC(=O)N(N(C)C)C (N,N',N'-trimethylhydrazinecarboxylic acid tert-butyl ester), FC(C(=O)O)(F)F (trifluoroacetic acid). The solvent is C(Cl)Cl (methylene chloride). Run at time 60 minute. Product: FC(C(=O)O)(F)F.CN(NC)C (N,N,N'-trimethylhydrazine trifluoroacetate). RXN SMILES: C(O[C:6]([N:8]([CH3:12])[N:9](C)[CH3:10])=O)(C)(C)C.[F:13][C:14]([F:19])([F:18])[C:15]([OH:17])=[O:16]>C(Cl)Cl>[F:13][C:14]([F:19])([F:18])[C:15]([OH:17])=[O:16].[CH3:6][N:8]([CH3:12])[NH:9][CH3:10] |f:3.4|. Procedure details: To a solution of N,N',N'-trimethylhydrazinecarboxylic acid tert-butyl ester (0.52 g, 2.99 mmol) in methylene chloride (4 ml) was added trifluoroacetic acid (4 ml) and the mixture was stirred for 60 min. The mixture was concentrated in vacuo and stripped three times with methylene chloride to give 0.61 g of N,N,N'-trimethylhydrazine trifluoroacetate as a thin oil. Reactants: CCCn1c(=O)c2[nH]c(C3CC4C=CC3C4)nc2n(CCC)c1=O, CCO, [H][H]. RXN SMILES: [CH2:1]([CH2:2][CH3:3])[n:4]1[c:5](=[O:6])[n:7]([CH2:22][CH2:23][CH3:24])[c:8]2[n:9][c:10]([CH:15]3[CH:16]4[CH:17]=[CH:18][CH:19]([CH2:20]3)[CH2:21]4)[nH:11][c:12]2[c:13]1=[O:14].[CH3:27][CH2:28][OH:29].[H:25][H:26]>>[CH2:1]([CH2:2][CH3:3])[n:4]1[c:5](=[O:6])[n:7]([CH2:22][CH2:23][CH3:24])[c:8]2[n:9][c:10]([CH:15]3[CH:16]4[CH2:17][CH2:18][CH:19]([CH2:20]3)[CH2:21]4)[nH:11][c:12]2[c:13]1=[O:14]. The product is CCCn1c(=O)c2[nH]c(C3CC4CCC3C4)nc2n(CCC)c1=O. Starting materials: NC1=NC(=CC(=N1)N1CCC2(C[C@H](N(C2)C(=O)OCC2=CC=CC=C2)C(=O)OCC)CC1)O[C@@H](C(F)(F)F)C1=C(C=C(C=C1)C=1CCN(CC1)S(=O)(=O)C)N1N=C(C=C1)C ((S)-2-benzyl 3-ethyl 8-(2-amino-6-((R)-2,2,2-trifluoro-1-(2-(3-methyl-1H-pyrazol-1-yl)-4-(1-(methylsulfonyl)-1,2,3,6-tetrahydropyridin-4-yl)phenyl)ethoxy)pyrimidin-4-yl)-2,8-diazaspiro[4.5]decane-2,3-dicarboxylate). Reagents/catalysts: [Pd] (Pd/C). Solvent: CO (MeOH). Yields the product NC1=NC(=CC(=N1)N1CCC2(C[C@H](NC2)C(=O)OCC)CC1)O[C@@H](C(F)(F)F)C1=C(C=C(C=C1)C1CCN(CC1)S(=O)(=O)C)N1N=C(C=C1)C ((S)-ethyl 8-(2-amino-6-((R)-2,2,2-trifluoro-1-(2-(3-methyl-1H-pyrazol-1-yl)-4-(1-(methylsulfonyl)piperidin-4-yl)phenyl)ethoxy)pyrimidin-4-yl)-2,8-diazaspiro[4.5]decane-3-carboxylate). As a reaction SMILES: [NH2:1][C:2]1[N:7]=[C:6]([N:8]2[CH2:32][CH2:31][C:11]3([CH2:15][N:14](C(OCC4C=CC=CC=4)=O)[C@H:13]([C:26]([O:28][CH2:29][CH3:30])=[O:27])[CH2:12]3)[CH2:10][CH2:9]2)[CH:5]=[C:4]([O:33][C@H:34]([C:39]2[CH:44]=[CH:43][C:42]([C:45]3[CH2:46][CH2:47][N:48]([S:51]([CH3:54])(=[O:53])=[O:52])[CH2:49][CH:50]=3)=[CH:41][C:40]=2[N:55]2[CH:59]=[CH:58][C:57]([CH3:60])=[N:56]2)[C:35]([F:38])([F:37])[F:36])[N:3]=1>CO.[Pd]>[NH2:1][C:2]1[N:7]=[C:6]([N:8]2[CH2:32][CH2:31][C:11]3([CH2:15][NH:14][C@H:13]([C:26]([O:28][CH2:29][CH3:30])=[O:27])[CH2:12]3)[CH2:10][CH2:9]2)[CH:5]=[C:4]([O:33][C@H:34]([C:39]2[CH:44]=[CH:43][C:42]([CH:45]3[CH2:46][CH2:47][N:48]([S:51]([CH3:54])(=[O:53])=[O:52])[CH2:49][CH2:50]3)=[CH:41][C:40]=2[N:55]2[CH:59]=[CH:58][C:57]([CH3:60])=[N:56]2)[C:35]([F:37])([F:38])[F:36])[N:3]=1. Procedure: A solution of (S)-2-benzyl 3-ethyl 8-(2-amino-6-((R)-2,2,2-trifluoro-1-(2-(3-methyl-1H-pyrazol-1-yl)-4-(1-(methylsulfonyl)-1,2,3,6-tetrahydropyridin-4-yl)phenyl)ethoxy)pyrimidin-4-yl)-2,8-diazaspiro[4.5]decane-2,3-dicarboxylate (290 mg, 0.340 mmol, Step 1) in MeOH (10 mL) was hydrogenated in an H-Cube apparatus using a 10% (w/w) Pd/C cartridge with a flow rate of 1.0 mL/min at RT. The resulting eluent was concentrated in vacuo and The product was purified by column chromatography using an Isco G...